This data is from the Open Reaction Database (ORD), a public repository of structured organic reaction records. The task is: describe an organic reaction: reactants, conditions, products, and yield Reactants: P(Cl)(Cl)Cl (phosphorus trichloride), C1(=CC=CC=C1)OP(OC1=CC=CC=C1)OC1=CC=CC=C1 (triphenylphosphite). Solvent: CN(P(N(C)C)(N(C)C)=O)C (hexamethylphosphoric acid triamide). Product: C1(=CC=CC=C1)OP(OC1=CC=CC=C1)Cl (diphenylchlorophosphite). Isolated yield 181.4%. As a reaction SMILES: P(Cl)(Cl)[Cl:2].[C:5]1([O:11][P:12](OC2C=CC=CC=2)[O:13][C:14]2[CH:19]=[CH:18][CH:17]=[CH:16][CH:15]=2)[CH:10]=[CH:9][CH:8]=[CH:7][CH:6]=1>CN(C)P(=O)(N(C)C)N(C)C>[C:5]1([O:11][P:12]([Cl:2])[O:13][C:14]2[CH:19]=[CH:18][CH:17]=[CH:16][CH:15]=2)[CH:10]=[CH:9][CH:8]=[CH:7][CH:6]=1. Procedure details: 32.5 g (0.24 mole) of phosphorus trichloride is added dropwise, with stirring, to a mixture, cooled to 0° to 5° C, of 155.2 g (0.5 mole) of triphenylphosphite and 10.0 g of hexamethylphosphoric acid triamide. The reaction mixture is subsequently heated to room temperature and stirred at this temperature for a further 4 hours. On vacuum distillation of the reaction mixture there is obtained 110 g (61.1% of theory relative to phosphorus trichloride) of diphenylchlorophosphite, b.p. 170°-172° C/11 ... Starting materials: CCCCCCCCC(C#N)(CBr)c1ccc(Cl)cc1Cl, CS(C)=O, [Na+], [Na], [OH-], O, c1nc[nH]n1. RXN SMILES: [C:9](#[N:10])[C:11]([CH2:12][Br:13])([CH2:14][CH2:15][CH2:16][CH2:17][CH2:18][CH2:19][CH2:20][CH3:21])[c:22]1[c:23]([Cl:29])[cH:24][c:25]([Cl:28])[cH:26][cH:27]1.[CH3:30][S:31]([CH3:32])=[O:33].[Na+:8].[Na:1].[OH-:7].[OH2:34].[nH:2]1[n:3][cH:4][n:5][cH:6]1>>[n:2]1([CH2:12][C:11]([C:9]#[N:10])([CH2:14][CH2:15][CH2:16][CH2:17][CH2:18][CH2:19][CH2:20][CH3:21])[c:22]2[c:23]([Cl:29])[cH:24][c:25]([Cl:28])[cH:26][cH:27]2)[n:3][cH:4][n:5][cH:6]1. The product is CCCCCCCCC(C#N)(Cn1cncn1)c1ccc(Cl)cc1Cl. The reactants are C1(C=2C(C(N1)=O)=CC=CC2)=O.[K] (potassium pthalimide), BrC(C)C=CC1=CC=CC=C1 (α-bromoethyl styrene), CN(C=O)C (dimethylformamide). Run in O (water). Product: C1(=CC=CC=C1)C(CN1C(C=2C(C1=O)=CC=CC2)=O)=C (N-(2-phenyl-2-propenyl)-pthalimide). As a reaction SMILES: [C:1]1(=[O:11])[NH:5][C:4](=[O:6])[C:3]2=[CH:7][CH:8]=[CH:9][CH:10]=[C:2]12.[K].BrC([CH:16]=[CH:17][C:18]1[CH:23]=[CH:22][CH:21]=[CH:20][CH:19]=1)C.[CH3:24]N(C)C=O>O>[C:18]1([C:17](=[CH2:16])[CH2:24][N:5]2[C:1](=[O:11])[C:2]3=[CH:10][CH:9]=[CH:8][CH:7]=[C:3]3[C:4]2=[O:6])[CH:19]=[CH:20][CH:21]=[CH:22][CH:23]=1 |f:0.1,^1:11|. Procedure details: A mixture of 60 g of potassium pthalimide and 66.4 g of α-bromoethyl styrene (prepared by the method of S. F. Reed, Jr., J. Org. Chem., 30, 3258 (1965)) in 150 ml of dimethylformamide is refluxed for 2 hours, cooled, and diluted with 400 ml of water. The resulting solid is filtered and dried in vacuo to give 83.4 g of N-(2-phenyl-2-propenyl)-pthalimide. A small sample that is recrystallized from acetone-hexane has a melting point of 118°-121°C.